Task: describe an organic reaction: reactants, conditions, products, and yield. Dataset: the Open Reaction Database (ORD), a public repository of structured organic reaction records Reactants: C(C1=CC=CC=C1)NC(=O)C1=C(N=C(S1)N(C(OC(C)(C)C)=O)C)C (tert-butyl 5-(benzylcarbamoyl)-4-methylthiazol-2-yl(methyl)carbamate), FC(C(=O)O)(F)F (trifluoroacetic acid), C1(=CC=CC=C1)C (Toluene), resultant mixture. Solvent: ClCCl (dichloromethane). Yields the product C(C1=CC=CC=C1)NC(=O)C1=C(N=C(S1)NC)C (N-benzyl-4-methyl-2-(methylamino)thiazole-5-carboxamide). RXN SMILES: [CH2:1]([NH:8][C:9]([C:11]1[S:15][C:14]([N:16](C)[C:17](=O)OC(C)(C)C)=[N:13][C:12]=1[CH3:25])=[O:10])[C:2]1[CH:7]=[CH:6][CH:5]=[CH:4][CH:3]=1.FC(F)(F)C(O)=O.C1(C)C=CC=CC=1>ClCCl>[CH2:1]([NH:8][C:9]([C:11]1[S:15][C:14]([NH:16][CH3:17])=[N:13][C:12]=1[CH3:25])=[O:10])[C:2]1[CH:7]=[CH:6][CH:5]=[CH:4][CH:3]=1. Reported procedure: To a solution of tert-butyl 5-(benzylcarbamoyl)-4-methylthiazol-2-yl(methyl)carbamate (0.030 g, 0.083 mmol) in dichloromethane (1 mL) was added trifluoroacetic acid (1 mL) and the resultant mixture was stirred at ambient temperature for 4 h. Toluene (0.5 mL) was added and the reaction mixture was concentrated in vacuo. The residue was triturated with diethyl ether and concentrated in vacuo and dried in vacuum. The crude N-benzyl-4-methyl-2-(methylamino)thiazole-5-carboxamide was obtained and use... Starting materials: C1N(CC2C1CNC2)C(=O)OC(C)(C)C (tert-butyl hexahydropyrrolo[3,4-c]pyrrole-2(1 H)-carboxylate), BrC=1C=NC=C(C(=O)OCC)C1 (ethyl 5-bromonicotinate), C1(=CC=CC=C1)P(C1=CC=CC=2C(C3=CC=CC(=C3OC12)P(C1=CC=CC=C1)C1=CC=CC=C1)(C)C)C1=CC=CC=C1 (4,5-bis(diphenylphosphino)-9,9-dimethylxanthene), C([O-])([O-])=O.[Cs+].[Cs+] (cesium carbonate). Reagents/catalysts: C=1C=CC(=CC1)/C=C/C(=O)/C=C/C2=CC=CC=C2.C=1C=CC(=CC1)/C=C/C(=O)/C=C/C2=CC=CC=C2.C=1C=CC(=CC1)/C=C/C(=O)/C=C/C2=CC=CC=C2.[Pd].[Pd] (tris(dibenzylideneacetone)dipalladium(0)). Solvent: O1CCOCC1 (dioxane). The product is C(C)OC(=O)C=1C=C(C=NC1)N1CC2C(C1)CN(C2)C(=O)OC(C)(C)C (tert-Butyl 5-(5-ethoxycarbonylpyridin-3-yl)hexahydropyrrolo[3,4-c]pyrrole-2(1 H)-carboxylate). Reaction SMILES: [CH2:1]1[CH:5]2[CH2:6][NH:7][CH2:8][CH:4]2[CH2:3][N:2]1[C:9]([O:11][C:12]([CH3:15])([CH3:14])[CH3:13])=[O:10].Br[C:17]1[CH:18]=[N:19][CH:20]=[C:21]([CH:27]=1)[C:22]([O:24][CH2:25][CH3:26])=[O:23].C1(P(C2C=CC=CC=2)C2C3OC4C(=CC=CC=4P(C4C=CC=CC=4)C4C=CC=CC=4)C(C)(C)C=3C=CC=2)C=CC=CC=1.C(=O)([O-])[O-].[Cs+].[Cs+]>O1CCOCC1.C1C=CC(/C=C/C(/C=C/C2C=CC=CC=2)=O)=CC=1.C1C=CC(/C=C/C(/C=C/C2C=CC=CC=2)=O)=CC=1.C1C=CC(/C=C/C(/C=C/C2C=CC=CC=2)=O)=CC=1.[Pd].[Pd]>[CH2:25]([O:24][C:22]([C:21]1[CH:27]=[C:17]([N:7]2[CH2:6][CH:5]3[CH2:1][N:2]([C:9]([O:11][C:12]([CH3:15])([CH3:14])[CH3:13])=[O:10])[CH2:3][CH:4]3[CH2:8]2)[CH:18]=[N:19][CH:20]=1)=[O:23])[CH3:26] |f:3.4.5,7.8.9.10.11|. Reported procedure: A suspension of tert-butyl hexahydropyrrolo[3,4-c]pyrrole-2(1 H)-carboxylate (2.00 g, 9.42 mmol; see Schrimpf, Michael R.; Tietje, Karin R.; Toupence, Richard B.; Ji, Jianguo; Basha, Anwer; Bunnelle, William H.; Daanen, Jerome F.; Pace, Jennifer M.; Sippy, Kevin B. WO 2001081347), ethyl 5-bromonicotinate (2.80 g, 12.0 mmol; Aldrich), tris(dibenzylideneacetone)dipalladium(0) (259 mg, 0.283 mmol; Strem), 4,5-bis(diphenylphosphino)-9,9-dimethylxanthene (491 mg, 0.848 mmol; Aldrich) and cesium carbo... Reactants: BrCc1ccccc1, C1CCOC1, CCC(=O)N1C(=O)OCC1C(C)C, CN([SiH](C)C)[Si](C)(C)C, C[Si](C)(C)[N-][Si](C)(C)C, [Li+], [Li], O=C(O)CC(O)(CC(=O)O)C(=O)O. Product: CC(Cc1ccccc1)C(=O)N1C(=O)OCC1C(C)C. Reaction SMILES: [Br:34][CH2:35][c:36]1[cH:37][cH:38][cH:39][cH:40][cH:41]1.[CH2:55]1[O:56][CH2:57][CH2:58][CH2:59]1.[CH3:11][CH:12]([CH3:13])[CH:14]1[N:15]([C:20]([CH2:21][CH3:22])=[O:23])[C:16](=[O:19])[O:17][CH2:18]1.[CH3:1][SiH:2]([CH3:3])[N:4]([CH3:5])[Si:6]([CH3:7])([CH3:8])[CH3:9].[CH3:25][Si:26]([N-:27][Si:28]([CH3:29])([CH3:30])[CH3:31])([CH3:32])[CH3:33].[Li+:24].[Li:10].[OH:42][C:43]([CH2:44][C:45]([C:46](=[O:47])[OH:48])([CH2:49][C:50](=[O:51])[OH:52])[OH:53])=[O:54]>>[CH3:11][CH:12]([CH3:13])[CH:14]1[N:15]([C:20]([CH:21]([CH3:22])[CH2:35][c:36]2[cH:37][cH:38][cH:39][cH:40][cH:41]2)=[O:23])[C:16](=[O:19])[O:17][CH2:18]1. The reactants are C(C)(C)(C)OC(NC1(COC(OC1)(C)C)CCC1=CC(=C(C=C1)OCCCC1=CC(=CC=C1)C1CC1)C(F)(F)F)=O ([5-(2-{4-[3-(3-cyclopropylphenyl)propoxy]-3-trifluoromethylphenyl}ethyl)-2,2-dimethyl-1,3-dioxan-5-yl]carbamic acid t-butyl ester), Cl (hydrochloric acid). Solvent: C(C)O (ethanol). Run at temperature 80 celsius, time 2.5 hour. Yields the product Cl.NC(CO)(CO)CCC1=CC(=C(C=C1)OCCCC1=CC(=CC=C1)C1CC1)C(F)(F)F (2-amino-2-(2-{4-[3-(3-cyclopropylphenyl)propoxy]-3-trifluoromethylphenyl}ethyl)propane-1,3-diol hydrochloride). As a reaction SMILES: C(OC(=O)[NH:7][C:8]1([CH2:16][CH2:17][C:18]2[CH:23]=[CH:22][C:21]([O:24][CH2:25][CH2:26][CH2:27][C:28]3[CH:33]=[CH:32][CH:31]=[C:30]([CH:34]4[CH2:36][CH2:35]4)[CH:29]=3)=[C:20]([C:37]([F:40])([F:39])[F:38])[CH:19]=2)[CH2:13][O:12]C(C)(C)[O:10][CH2:9]1)(C)(C)C.[ClH:42]>C(O)C>[ClH:42].[NH2:7][C:8]([CH2:16][CH2:17][C:18]1[CH:23]=[CH:22][C:21]([O:24][CH2:25][CH2:26][CH2:27][C:28]2[CH:33]=[CH:32][CH:31]=[C:30]([CH:34]3[CH2:35][CH2:36]3)[CH:29]=2)=[C:20]([C:37]([F:38])([F:39])[F:40])[CH:19]=1)([CH2:9][OH:10])[CH2:13][OH:12] |f:3.4|. Procedure details: Compound 85-1 (330 mg) was dissolved in ethanol (5 ml), concentrated hydrochloric acid (1 ml) was added, and the mixture was stirred at 80° C. for 2.5 hr. The reaction mixture was concentrated, and the residue was washed with diethyl ether to give the object product (168 mg) as a white powder.